This data is from the Open Reaction Database (ORD), a public repository of structured organic reaction records. The task is: describe an organic reaction: reactants, conditions, products, and yield Yields the product CN(C(=O)OC(C)(C)C)c1cc(OCc2ccccc2)ccc1[N+](=O)[O-]. As a reaction SMILES: [CH3:30][N:31]([CH3:32])[CH:33]=[O:34].[Cl:11][c:12]1[cH:13][cH:14][c:15]([N+:27](=[O:28])[O-:29])[c:16]([N:18]([C:19]([O:20][C:21]([CH3:22])([CH3:23])[CH3:24])=[O:25])[CH3:26])[cH:17]1.[H-:1].[Na+:2].[OH:3][CH2:4][c:5]1[cH:6][cH:7][cH:8][cH:9][cH:10]1>>[O:3]([CH2:4][c:5]1[cH:6][cH:7][cH:8][cH:9][cH:10]1)[c:12]1[cH:13][cH:14][c:15]([N+:27](=[O:28])[O-:29])[c:16]([N:18]([C:19]([O:20][C:21]([CH3:22])([CH3:23])[CH3:24])=[O:25])[CH3:26])[cH:17]1. Starting materials: CN(C)C=O, CN(C(=O)OC(C)(C)C)c1cc(Cl)ccc1[N+](=O)[O-], [H-], [Na+], OCc1ccccc1.